Dataset: the Open Reaction Database (ORD), a public repository of structured organic reaction records. Task: describe an organic reaction: reactants, conditions, products, and yield Reaction conditions: temperature 60 celsius, time 96 hour. Reported procedure: A mixture of tert-butyl[3-(2-amino-5-chlorophenoxy)benzyl]carbamate (10.5 g. 30 mmols), ethyl 5-bromovalerate (10.2 ml, 60 mmols), potassium carbonate (4.2 g, 30 mmols) and N,N-dimethylformamide (100 ml) was stirred at 60° C. for 96 hours. The reaction mixture was cooled, poured into water, and extracted with ethyl acetate. The extract was washed with water, and then dried with anhydrous magnesium sulfate. This was concentrated under reduced pressure, and the residue was purified through silica ... The solvent is O (water). The yield is 60.4%. Starting materials: C(C)(C)(C)OC(NCC1=CC(=CC=C1)OC1=C(C=CC(=C1)Cl)N)=O (tert-butyl[3-(2-amino-5-chlorophenoxy)benzyl]carbamate), BrCCCCC(=O)OCC (ethyl 5-bromovalerate), C([O-])([O-])=O.[K+].[K+] (potassium carbonate), CN(C=O)C (N,N-dimethylformamide). RXN SMILES: [C:1]([O:5][C:6](=[O:24])[NH:7][CH2:8][C:9]1[CH:14]=[CH:13][CH:12]=[C:11]([O:15][C:16]2[CH:21]=[C:20]([Cl:22])[CH:19]=[CH:18][C:17]=2[NH2:23])[CH:10]=1)([CH3:4])([CH3:3])[CH3:2].Br[CH2:26][CH2:27][CH2:28][CH2:29][C:30]([O:32][CH2:33][CH3:34])=[O:31].C(=O)([O-])[O-].[K+].[K+].CN(C)C=O>O>[C:1]([O:5][C:6]([NH:7][CH2:8][C:9]1[CH:10]=[C:11]([CH:12]=[CH:13][CH:14]=1)[O:15][C:16]1[CH:21]=[C:20]([Cl:22])[CH:19]=[CH:18][C:17]=1[NH:23][CH2:26][CH2:27][CH2:28][CH2:29][C:30]([O:32][CH2:33][CH3:34])=[O:31])=[O:24])([CH3:4])([CH3:2])[CH3:3] |f:2.3.4|. Yields the product C(C)(C)(C)OC(=O)NCC=1C=C(OC2=C(C=CC(=C2)Cl)NCCCCC(=O)OCC)C=CC1 (ethyl 5-[2-[3-(tert-butoxycarbonylaminomethyl)phenoxy]-4-chlorophenyl]aminovalerate). Solvent: C(Cl)Cl (CH2Cl2). Procedure: A mixture of ethyl {4-[(butylamino)methyl]-2-ethylphenoxy}acetate (0.23 g, 0.78 mmol), N,N-diisopropylethylamine (0.18 mL, 1.05 mmol) and 4-chloro-5-methyl-6-(4-methylphenyl)pyrimidine (0.114 g, 0.52 mmol) were heated at 100° C. in a sealed reactivial for 18 h. After this time the reactivial was allowed to cool to room temperature and the residue dissolved in CH2Cl2 (50 mL) and washed with water (10 mL) and brine (10 mL). The organic extract was separated by hydrophobic frit and evaporated. Puri... Run at temperature 100 celsius. Yield: 18.6%. Yields the product C(CCC)N(C1=NC=NC(=C1C)C1=CC=C(C=C1)C)CC1=CC(=C(OCC(=O)OCC)C=C1)CC (Ethyl [4-({butyl[5-methyl-6-(4-methylphenyl)pyrimidin-4-yl]amino}methyl)-2-ethylphenoxy]acetate). As a reaction SMILES: [CH2:1]([NH:5][CH2:6][C:7]1[CH:19]=[CH:18][C:10]([O:11][CH2:12][C:13]([O:15][CH2:16][CH3:17])=[O:14])=[C:9]([CH2:20][CH3:21])[CH:8]=1)[CH2:2][CH2:3][CH3:4].C(N(CC)C(C)C)(C)C.Cl[C:32]1[C:37]([CH3:38])=[C:36]([C:39]2[CH:44]=[CH:43][C:42]([CH3:45])=[CH:41][CH:40]=2)[N:35]=[CH:34][N:33]=1>C(Cl)Cl>[CH2:1]([N:5]([CH2:6][C:7]1[CH:19]=[CH:18][C:10]([O:11][CH2:12][C:13]([O:15][CH2:16][CH3:17])=[O:14])=[C:9]([CH2:20][CH3:21])[CH:8]=1)[C:32]1[C:37]([CH3:38])=[C:36]([C:39]2[CH:44]=[CH:43][C:42]([CH3:45])=[CH:41][CH:40]=2)[N:35]=[CH:34][N:33]=1)[CH2:2][CH2:3][CH3:4]. Reactants: C(CCC)NCC1=CC(=C(OCC(=O)OCC)C=C1)CC (ethyl {4-[(butylamino)methyl]-2-ethylphenoxy}acetate), C(C)(C)N(C(C)C)CC (N,N-diisopropylethylamine), ClC1=NC=NC(=C1C)C1=CC=C(C=C1)C (4-chloro-5-methyl-6-(4-methylphenyl)pyrimidine).